From a dataset of the Open Reaction Database (ORD), a public repository of structured organic reaction records. describe an organic reaction: reactants, conditions, products, and yield The reactants are CC1=C(N=C2C(=N1)OCCC2)C2=NNC(=C2)NC(CC(=O)OCC)=O (ethyl 3-{[3-(3-methyl-7,8-dihydro-6H-pyrano[2,3-b]pyrazin-2-yl)-1H-pyrazol-5-yl]amino}-3-oxopropanoate), N,N-dimethylaminopyridine, O (water). Solvent: CO (methanol), O1CCCC1 (tetrahydrofuran). The product is CC1=C(N=C2C(=N1)OCCC2)C2=NN1C(N=C(C=C1O)O)=C2 (2-(3-methyl-7,8-dihydro-6H-pyrano[2,3-b]pyrazin-2-yl)pyrazolo[1,5-a]pyrimidine-5,7-diol). As a reaction SMILES: [CH3:1][C:2]1[N:7]=[C:6]2[O:8][CH2:9][CH2:10][CH2:11][C:5]2=[N:4][C:3]=1[C:12]1[CH:16]=[C:15]([NH:17][C:18](=[O:25])[CH2:19][C:20](OCC)=[O:21])[NH:14][N:13]=1.O>CO.O1CCCC1>[CH3:1][C:2]1[N:7]=[C:6]2[O:8][CH2:9][CH2:10][CH2:11][C:5]2=[N:4][C:3]=1[C:12]1[CH:16]=[C:15]2[N:17]=[C:18]([OH:25])[CH:19]=[C:20]([OH:21])[N:14]2[N:13]=1. Reported procedure: A suspension of ethyl 3-{[3-(3-methyl-7,8-dihydro-6H-pyrano[2,3-b]pyrazin-2-yl)-1H-pyrazol-5-yl]amino}-3-oxopropanoate (293 mg, 0.848 mmol) and N,N-dimethylaminopyridine (518 mg, 4.24 mmol) in methanol (3 mL), tetrahydrofuran (3 mL), and water (3 mL) was heated for 8 h. After being cooled to ambient temperature, the reaction mixture was concentrated in vacuo. The residue was triturated with ethyl acetate to give 2-(3-methyl-7,8-dihydro-6H-pyrano[2,3-b]pyrazin-2-yl)pyrazolo[1,5-a]pyrimidine-5,7-d... The reactants are C(C1=CC=CC=C1)OC(C1=C(C(=CC=C1F)NS(=O)(=O)CCC)F)=O (2,6-difluoro-3-(propane-1-sulfonylamino)-benzoic acid benzyl ester). The reagents and catalysts are [OH-].[OH-].[Pd+2] (palladium hydroxide on carbon). The solvent is CO (methanol). Conditions: time 15 minute. The product is FC1=C(C(=O)O)C(=CC=C1NS(=O)(=O)CCC)F (2,6-difluoro-3-(propane-1-sulfonylamino)-benzoic acid). As a reaction SMILES: C([O:8][C:9](=[O:25])[C:10]1[C:15]([F:16])=[CH:14][CH:13]=[C:12]([NH:17][S:18]([CH2:21][CH2:22][CH3:23])(=[O:20])=[O:19])[C:11]=1[F:24])C1C=CC=CC=1>CO.[OH-].[OH-].[Pd+2]>[F:24][C:11]1[C:12]([NH:17][S:18]([CH2:21][CH2:22][CH3:23])(=[O:19])=[O:20])=[CH:13][CH:14]=[C:15]([F:16])[C:10]=1[C:9]([OH:25])=[O:8] |f:2.3.4|. Procedure: To 2,6-difluoro-3-(propane-1-sulfonylamino)-benzoic acid benzyl ester (52, 2.0 g, mmol) in methanol (30 mL) was added 20% palladium hydroxide on carbon (100 mg). The reaction was stirred under hydrogen at 1 atm for 15 minutes. The reaction was filtered and the filtrate concentrated under vacuum to provide the desired compound. Starting materials: OBO, Cc1ccccc1Br, COc1cccc(Cl)c1, [Na+], [Na+], O=C([O-])[O-], [Pd], c1ccc(P(c2ccccc2)c2ccccc2)cc1, c1ccc(P(c2ccccc2)c2ccccc2)cc1, c1ccc(P(c2ccccc2)c2ccccc2)cc1, c1ccc(P(c2ccccc2)c2ccccc2)cc1. Yields the product COc1cccc(Cl)c1-c1ccccc1C. Reaction SMILES: [BH:15]([OH:16])[OH:17].[Br:1][c:2]1[c:3]([CH3:8])[cH:4][cH:5][cH:6][cH:7]1.[Cl:18][c:19]1[cH:20][c:21]([O:25][CH3:26])[cH:22][cH:23][cH:24]1.[Na+:10].[Na+:9].[O-:11][C:12](=[O:13])[O-:14].[Pd:27].[c:28]1([P:29]([c:30]2[cH:31][cH:32][cH:33][cH:34][cH:35]2)[c:36]2[cH:37][cH:38][cH:39][cH:40][cH:41]2)[cH:42][cH:43][cH:44][cH:45][cH:46]1.[c:47]1([P:48]([c:49]2[cH:50][cH:51][cH:52][cH:53][cH:54]2)[c:55]2[cH:56][cH:57][cH:58][cH:59][cH:60]2)[cH:61][cH:62][cH:63][cH:64][cH:65]1.[c:66]1([P:67]([c:68]2[cH:69][cH:70][cH:71][cH:72][cH:73]2)[c:74]2[cH:75][cH:76][cH:77][cH:78][cH:79]2)[cH:80][cH:81][cH:82][cH:83][cH:84]1.[c:85]1([P:86]([c:87]2[cH:88][cH:89][cH:90][cH:91][cH:92]2)[c:93]2[cH:94][cH:95][cH:96][cH:97][cH:98]2)[cH:99][cH:100][cH:101][cH:102][cH:103]1>>[c:2]1(-[c:20]2[c:19]([Cl:18])[cH:24][cH:23][cH:22][c:21]2[O:25][CH3:26])[c:3]([CH3:8])[cH:4][cH:5][cH:6][cH:7]1. Product: COc1ncccc1CN1CCC(CC(=O)c2cccs2)CC1. Reactants: CCN(OC)C(=O)CC1CCN(Cc2cccnc2OC)CC1, [Cl-], [NH4+], C1CCOC1, [Li]c1cccs1. Reaction SMILES: [CH3:1][O:2][N:3]([C:4]([CH2:5][CH:6]1[CH2:7][CH2:8][N:9]([CH2:12][c:13]2[c:14]([O:19][CH3:20])[n:15][cH:16][cH:17][cH:18]2)[CH2:10][CH2:11]1)=[O:21])[CH2:22][CH3:23].[Cl-:30].[NH4+:31].[O:32]1[CH2:33][CH2:34][CH2:35][CH2:36]1.[s:24]1[c:25]([Li:29])[cH:26][cH:27][cH:28]1>>[C:4]([CH2:5][CH:6]1[CH2:7][CH2:8][N:9]([CH2:12][c:13]2[c:14]([O:19][CH3:20])[n:15][cH:16][cH:17][cH:18]2)[CH2:10][CH2:11]1)(=[O:21])[c:25]1[s:24][cH:28][cH:27][cH:26]1. Reactants: CC(C)[Mg]Cl (2-propyl magnesium chloride), solution, O=C1CN(CCC1)C(=O)OC(C)(C)C (tert-butyl 3-oxopiperidine-1-carboxylate), BrC1=CC=C2C(=NC=NN21)N (7-Bromopyrrolo[2,1-f][1,2,4]triazin-4-amine), Cl[Si](C)(C)C (Chlorotrimethylsilane). The solvent is C1CCOC1 (THF), C1CCOC1 (THF). Run at time 3 hour. The product is NC1=NC=NN2C1=CC=C2C2(CN(CCC2)C(=O)OC(C)(C)C)O (tert-Butyl 3-(4-aminopyrrolo[2,1-f][1,2,4]triazin-7-yl)-3-hydroxypiperidine-1-carboxylate). RXN SMILES: Br[C:2]1[N:10]2[C:5]([C:6]([NH2:11])=[N:7][CH:8]=[N:9]2)=[CH:4][CH:3]=1.Cl[Si](C)(C)C.CC([Mg]Cl)C.[O:22]=[C:23]1[CH2:28][CH2:27][CH2:26][N:25]([C:29]([O:31][C:32]([CH3:35])([CH3:34])[CH3:33])=[O:30])[CH2:24]1>C1COCC1>[NH2:11][C:6]1[C:5]2=[CH:4][CH:3]=[C:2]([C:23]3([OH:22])[CH2:28][CH2:27][CH2:26][N:25]([C:29]([O:31][C:32]([CH3:34])([CH3:33])[CH3:35])=[O:30])[CH2:24]3)[N:10]2[N:9]=[CH:8][N:7]=1. Reported procedure: 7-Bromopyrrolo[2,1-f][1,2,4]triazin-4-amine (17.29 g, 81 mmol) was dissolved in THF (214 mL) under argon at room temperature. Chlorotrimethylsilane (20.60 mL, 17.63 g, 162 mmol, 2 eq.) was added, and the mixture was stirred at room temperature for 3 h. Then, it was cooled to 0° C., and 2-propyl magnesium chloride (170 mL of a 2.0 M solution in THF, 340 mmol, 4.2 eq.) was added. The mixture was stirred for further 3 h while warming up to room temperature. Then, tert-butyl 3-oxopiperidine-1-carbox... Starting materials: BrCc1cccc(Br)c1, O=C([O-])[O-], COCCOc1nc(N)c2[nH]cnc2n1, CCOC(C)=O, [K+], [K+], CN(C)C=O. Product: COCCOc1nc(N)c2ncn(Cc3cccc(Br)c3)c2n1. Reaction SMILES: [Br:16][c:17]1[cH:18][c:19]([CH2:20][Br:21])[cH:22][cH:23][cH:24]1.[C:25](=[O:26])([O-:27])[O-:28].[CH3:1][O:2][CH2:3][CH2:4][O:5][c:6]1[n:7][c:8]([NH2:15])[c:9]2[nH:10][cH:11][n:12][c:13]2[n:14]1.[CH3:36][CH2:37][O:38][C:39](=[O:40])[CH3:41].[K+:29].[K+:30].[O:31]=[CH:32][N:33]([CH3:34])[CH3:35]>>[CH3:1][O:2][CH2:3][CH2:4][O:5][c:6]1[n:7][c:8]([NH2:15])[c:9]2[n:10][cH:11][n:12]([CH2:20][c:19]3[cH:18][c:17]([Br:16])[cH:24][cH:23][cH:22]3)[c:13]2[n:14]1.